From a dataset of the Open Reaction Database (ORD), a public repository of structured organic reaction records. describe an organic reaction: reactants, conditions, products, and yield The reactants are C(C)(C)(C)OC(=O)N1C(C2(C(NC(CC2C2=CC(=CC=C2)Cl)=O)C(=C)C)C2=CC=C(C=C12)Br)=O.N1C(CC2=CC=CC=C12)=O (racemic (2′R,3R,4′S)-6-bromo-4′-(3-chlorophenyl)-2′-isopropenyl-2,6′-dioxospiro[indole-3,3′-piperidine]-1-carboxylic acid tert-butyl ester 1,3-dihydro-indole-2-one), [O-]P(=O)([O-])[O-].[K+].[K+].[K+] (K3PO4), dimethyl trimethylsilylethynylborate. Reagents/catalysts: C=1C=CC(=CC1)[P](C=2C=CC=CC2)(C=3C=CC=CC3)[Pd]([P](C=4C=CC=CC4)(C=5C=CC=CC5)C=6C=CC=CC6)([P](C=7C=CC=CC7)(C=8C=CC=CC8)C=9C=CC=CC9)[P](C=1C=CC=CC1)(C=1C=CC=CC1)C=1C=CC=CC1 (Pd(PPh3)4). Run in C1(=CC=CC=C1)C (toluene). Run at temperature 130 celsius, time 2 hour. Product: ClC=1C=C(C=CC1)C1C2(C(NC(C1)=O)C(=C)C)C(NC1=CC(=CC=C12)C#C)=O (racemic (2′R,3R,4′S)-4′-(3-chlorophenyl)-6-ethynyl-2′-isopropenylspiro[3H-indole-3,3′-piperidine]-2,6′(1H)-dione). Isolated yield 5.1%. As a reaction SMILES: C(OC([N:8]1[C:32]2[C:27](=[CH:28][CH:29]=[C:30](Br)[CH:31]=2)[C:10]2([CH:15]([C:16]3[CH:21]=[CH:20][CH:19]=[C:18]([Cl:22])[CH:17]=3)[CH2:14][C:13](=[O:23])[NH:12][CH:11]2[C:24]([CH3:26])=[CH2:25])[C:9]1=[O:34])=O)(C)(C)C.N1C2C(=CC=CC=2)[CH2:37][C:36]1=O.[O-]P([O-])([O-])=O.[K+].[K+].[K+]>C1(C)C=CC=CC=1.C1C=CC([P]([Pd]([P](C2C=CC=CC=2)(C2C=CC=CC=2)C2C=CC=CC=2)([P](C2C=CC=CC=2)(C2C=CC=CC=2)C2C=CC=CC=2)[P](C2C=CC=CC=2)(C2C=CC=CC=2)C2C=CC=CC=2)(C2C=CC=CC=2)C2C=CC=CC=2)=CC=1>[Cl:22][C:18]1[CH:17]=[C:16]([CH:15]2[CH2:14][C:13](=[O:23])[NH:12][CH:11]([C:24]([CH3:26])=[CH2:25])[C:10]32[C:27]2[C:32](=[CH:31][C:30]([C:36]#[CH:37])=[CH:29][CH:28]=2)[NH:8][C:9]3=[O:34])[CH:21]=[CH:20][CH:19]=1 |f:0.1,2.3.4.5,^1:63,65,84,103|. Reported procedure: A mixture of racemic (2′R,3R,4′S)-6-bromo-4′-(3-chlorophenyl)-2′-isopropenyl-2,6′-dioxospiro[indole-3,3′-piperidine]-1-carboxylic acid tert-butyl ester-1,3-dihydro-indole-2-one (54 mg, 0.1 mmol) prepared in example 173a, Pd(PPh3)4 (20 mg, 0.02 mmol), K3PO4 (110 mg, 0.5 mmol), dimethyl trimethylsilylethynylborate (1 mL, 0.5 M, 0.5 mmol) in toluene (3 mL) was heated under microwave irradiation at 130° C. for 1 hour. The solvent was removed in vacuo. To the residue was added methanol (3 mL) and aqu... Yields the product COc1c(Br)cc(Cl)cc1CO. As a reaction SMILES: [BH4-:17].[Br:1][c:2]1[c:3]([O:13][CH3:14])[c:4]([C:5](=[O:6])[O:7][CH3:8])[cH:9][c:10]([Cl:12])[cH:11]1.[CH2:19]1[O:20][CH2:21][CH2:22][CH2:23]1.[CH3:15][OH:16].[Li+:18]>>[Br:1][c:2]1[c:3]([O:13][CH3:14])[c:4]([CH2:5][OH:6])[cH:9][c:10]([Cl:12])[cH:11]1. Reactants: [BH4-], COC(=O)c1cc(Cl)cc(Br)c1OC, C1CCOC1, CO, [Li+]. Reactants: CCC(CC)NS(=O)(=O)c1nnc(NC(C)=O)s1, Cl. RXN SMILES: [C:1](=[O:2])([CH3:3])[NH:4][c:5]1[s:6][c:7]([S:10](=[O:11])(=[O:12])[NH:13][CH:14]([CH2:15][CH3:16])[CH2:17][CH3:18])[n:8][n:9]1.[ClH:19]>>[NH2:4][c:5]1[s:6][c:7]([S:10](=[O:11])(=[O:12])[NH:13][CH:14]([CH2:15][CH3:16])[CH2:17][CH3:18])[n:8][n:9]1. Yields the product CCC(CC)NS(=O)(=O)c1nnc(N)s1. Starting materials: BrC1=C(N=C(N=N1)N)C1=CC=CC=C1 (6-bromo-5-phenyl-1,2,4-triazin-3-amine), ClC=1C=C(C=NC1)B(O)O (5-chloropyridine-3-ylboronic acid). The product is ClC=1C=C(C=NC1)C1=C(N=C(N=N1)N)C1=CC=CC=C1 (6-(5-Chloropyridin-3-yl)-5-phenyl-1,2,4-triazin-3-amine). Isolated yield 10.4%. RXN SMILES: Br[C:2]1[N:7]=[N:6][C:5]([NH2:8])=[N:4][C:3]=1[C:9]1[CH:14]=[CH:13][CH:12]=[CH:11][CH:10]=1.[Cl:15][C:16]1[CH:17]=[C:18](B(O)O)[CH:19]=[N:20][CH:21]=1>>[Cl:15][C:16]1[CH:17]=[C:18]([C:2]2[N:7]=[N:6][C:5]([NH2:8])=[N:4][C:3]=2[C:9]2[CH:14]=[CH:13][CH:12]=[CH:11][CH:10]=2)[CH:19]=[N:20][CH:21]=1. Procedure: 6-(5-Chloropyridin-3-yl)-5-phenyl-1,2,4-triazin-3-amine (35 mg, 10%) was prepared from 6-bromo-5-phenyl-1,2,4-triazin-3-amine (0.30 g, 1.19 mmol) and 5-chloropyridine-3-ylboronic acid (0.20 g, 1.30 mmol) according to the general procedure of Example 1. Reactants: ClC=1C=NC=C(C1NC=1NC2=C(N1)C=C(C1=C2CC(O1)(C)C)C(=O)O)Cl (2-[(3,5-dichloropyridin-4-yl)amino]-7,7-dimethyl-7,8-dihydro-1H-furo[3,2-e]benzimidazole-5-carboxylic acid), CN(C)C=O (DMF), R-(−)-1-cyclohexyl ethyl amine, F[B-](F)(F)F.N1(N=NC2=C1C=CC=C2)OC(=[N+](C)C)N(C)C (O-(Benzotriazol-1-yl)-N,N,N′,N′-tetramethyluronium tetrafluoroborate), CN1CCOCC1 (N-methyl morpholine). Solvent: C1CCOC1 (THF). Product: C1(CCCCC1)C(C)NC(=O)C=1C2=C(C3=C(N=C(N3)NC3=C(C=NC=C3Cl)Cl)C1)CC(O2)(C)C (N-(1-Cyclohexylethyl)-2-[(3,5-dichloropyridin-4-yl)amino]-7,7-dimethyl-7,8-dihydro-1H-furo[3,2-e]benzimidazole-5-carboxamide). Reaction SMILES: [Cl:1][C:2]1[CH:3]=[N:4][CH:5]=[C:6]([Cl:26])[C:7]=1[NH:8][C:9]1[NH:10][C:11]2[C:17]3[CH2:18][C:19]([CH3:22])([CH3:21])[O:20][C:16]=3[C:15]([C:23](O)=[O:24])=[CH:14][C:12]=2[N:13]=1.F[B-](F)(F)F.N1(OC(N(C)C)=[N+](C)C)[C:36]2[CH:37]=[CH:38][CH:39]=[CH:40][C:35]=2N=N1.C[N:50]1CCO[CH2:52][CH2:51]1.CN(C=O)C>C1COCC1>[CH:35]1([CH:51]([NH:50][C:23]([C:15]2[C:16]3[O:20][C:19]([CH3:21])([CH3:22])[CH2:18][C:17]=3[C:11]3[NH:10][C:9]([NH:8][C:7]4[C:6]([Cl:26])=[CH:5][N:4]=[CH:3][C:2]=4[Cl:1])=[N:13][C:12]=3[CH:14]=2)=[O:24])[CH3:52])[CH2:36][CH2:37][CH2:38][CH2:39][CH2:40]1 |f:1.2|. Procedure: The title compound was prepared following the procedure as described for Example-1 using 2-[(3,5-dichloropyridin-4-yl)amino]-7,7-dimethyl-7,8-dihydro-1H-furo[3,2-e]benzimidazole-5-carboxylic acid (Intermediate-3, 0.050 g, 0.127 mmol), O-(Benzotriazol-1-yl)-N,N,N′,N′-tetramethyluronium tetrafluoroborate (0.081 g, 0.254 mmol), N-methyl morpholine (0.5 mL), DMF (1.0 mL), THF (5.0 mL) and R-(−)-1-cyclohexyl ethyl amine (0.032 g, 0.254 mmol) to afford 0.015 g of the desired product. 1HNMR (DMSO-d6): ... The reactants are CCO, CC(C)CS(=O)c1ccc2cc([N+](=O)[O-])c(N)cc2c1, [Na+], [Na+], O, O=S([O-])S(=O)[O-]. Product: CC(C)CS(=O)c1ccc2cc(N)c(N)cc2c1. Reaction SMILES: [CH3:30][CH2:31][OH:32].[NH2:1][c:2]1[cH:3][c:4]2[cH:5][c:6]([S:15](=[O:16])[CH2:17][CH:18]([CH3:19])[CH3:20])[cH:7][cH:8][c:9]2[cH:10][c:11]1[N+:12]([O-:13])=[O:14].[Na+:27].[Na+:28].[OH2:29].[S:21]([S:22]([O-:23])=[O:24])([O-:25])=[O:26]>>[NH2:1][c:2]1[cH:3][c:4]2[cH:5][c:6]([S:15](=[O:16])[CH2:17][CH:18]([CH3:19])[CH3:20])[cH:7][cH:8][c:9]2[cH:10][c:11]1[NH2:12]. Reactants: BrC=1N=C(N(C1C1N=C(N=CC1)Cl)COCC[Si](C)(C)C)C1CC1 (4-(4-Bromo-2-cyclopropyl-1-((2-(trimethylsilyl)ethoxy)methyl)-1H-imidazol-5-yl)-2-chloro-4,5-dihydropyrimidine). The reagents and catalysts are [O-2].[O-2].[Mn+4] (manganese dioxide). Solvent: CCOC(=O)C (EtOAc). The product is BrC=1N=C(N(C1C1=NC(=NC=C1)Cl)COCC[Si](C)(C)C)C1CC1 (4-(4-bromo-2-cyclopropyl-1-((2-(trimethylsilyl)ethoxy)methyl)-1H-imidazol-5-yl)-2-chloropyrimidine). The yield is 82.6%. As a reaction SMILES: [Br:1][C:2]1[N:3]=[C:4]([CH:22]2[CH2:24][CH2:23]2)[N:5]([CH2:14][O:15][CH2:16][CH2:17][Si:18]([CH3:21])([CH3:20])[CH3:19])[C:6]=1[CH:7]1[CH2:12][CH:11]=[N:10][C:9]([Cl:13])=[N:8]1>CCOC(C)=O.[O-2].[O-2].[Mn+4]>[Br:1][C:2]1[N:3]=[C:4]([CH:22]2[CH2:24][CH2:23]2)[N:5]([CH2:14][O:15][CH2:16][CH2:17][Si:18]([CH3:19])([CH3:20])[CH3:21])[C:6]=1[C:7]1[CH:12]=[CH:11][N:10]=[C:9]([Cl:13])[N:8]=1 |f:2.3.4|. Procedure: 4-(4-Bromo-2-cyclopropyl-1-((2-(trimethylsilyl)ethoxy)methyl)-1H-imidazol-5-yl)-2-chloro-4,5-dihydropyrimidine (21.65 g, 50.1 mmol) and manganese dioxide (43.6 g, 501 mmol) in EtOAc (240 mL) was heated at reflux for 2.5 hours. The reaction mixture was cooled to room temperature and filtered through Celite. The filtrates were concentrated and the residue purified by flash column chromatography (10-40% EtOAc in heptane) to afford 4-(4-bromo-2-cyclopropyl-1-((2-(trimethylsilyl)ethoxy)methyl)-1H-imi...